Dataset: the Open Reaction Database (ORD), a public repository of structured organic reaction records. Task: describe an organic reaction: reactants, conditions, products, and yield The reactants are N1=CC=CC2=CC(=CC=C12)CN (quinolin-6-ylmethanamine), BrC=1C(=NC=C(N1)Br)N (3,5-dibromopyrazin-2-amine), C(C)(C)N(CC)C(C)C (di-isopropylethylamine). Solvent: ClCCl.C(C)O (dichloromethane ethanol). Conditions: temperature 130 celsius. Yields the product BrC1=CN=C(C(=N1)NCC=1C=C2C=CC=NC2=CC1)N (6-bromo-N2-(quinolin-6-ylmethyl)pyrazine-2,3-diamine). The yield is 48.0%. RXN SMILES: [N:1]1[C:10]2[C:5](=[CH:6][C:7]([CH2:11][NH2:12])=[CH:8][CH:9]=2)[CH:4]=[CH:3][CH:2]=1.Br[C:14]1[C:15]([NH2:21])=[N:16][CH:17]=[C:18]([Br:20])[N:19]=1.C(N(C(C)C)CC)(C)C>ClCCl.C(O)C>[Br:20][C:18]1[N:19]=[C:14]([NH:12][CH2:11][C:7]2[CH:6]=[C:5]3[C:10](=[CH:9][CH:8]=2)[N:1]=[CH:2][CH:3]=[CH:4]3)[C:15]([NH2:21])=[N:16][CH:17]=1 |f:3.4|. Procedure details: A mixture of quinolin-6-ylmethanamine (13 g, 82 mmol), 3,5-dibromopyrazin-2-amine (21 g, 82 mmol) and di-isopropylethylamine (16 mL, 89 mmol) was heated to 130° C. for five hours. The reaction was diluted with dichloromethane:ethanol (9:1) and the resulting suspension was filtered. The precipitate was washed sequentially with water and ether and air dried to afford 6-bromo-N2-(quinolin-6-ylmethyl)pyrazine-2,3-diamine (13 g, 49%). Starting materials: [Si](C1=CC=CC=C1)(C1=CC=CC=C1)(C(C)(C)C)OC1=CC=C(OC[C@H](CNCCC2=CC=C(NC3CCN(CC3)C(=O)N3CCC(CC3)C3=CC(=C(C=C3)OC)OC3CCCC3)C=C2)O)C=C1 ({4-[4-(2-{[(2S)-3-(4-{[tert-Butyl(diphenyl)silyl]oxy}phenoxy)-2-hydroxy-propyl]amino}ethyl)anilino]-1-piperidinyl}{4-[3-(cyclopentyloxy)-4-methoxyphenyl]-1-piperidinyl}methanone). Solvent: C(Cl)(Cl)Cl.CO (chloroform methanol). The product is C1(CCCC1)OC=1C=C(C=CC1OC)C1CCN(CC1)C(=O)N1CCC(CC1)NC1=CC=C(C=C1)CCNC[C@@H](COC1=CC=C(C=C1)O)O ([4-(3-Cyclopentyloxy-4-methoxy-phenyl)-piperidin-1-yl]-[4-(4-{2-[(2S)-2-hydroxy-3-(4-hydroxy-phenoxy)-propylamino]-ethyl}-phenylamino)-piperidin-1-yl]-methanone). Yield: 68.0%. As a reaction SMILES: [Si]([O:18][C:19]1[CH:67]=[CH:66][C:22]([O:23][CH2:24][C@@H:25]([OH:65])[CH2:26][NH:27][CH2:28][CH2:29][C:30]2[CH:64]=[CH:63][C:33]([NH:34][CH:35]3[CH2:40][CH2:39][N:38]([C:41]([N:43]4[CH2:48][CH2:47][CH:46]([C:49]5[CH:54]=[CH:53][C:52]([O:55][CH3:56])=[C:51]([O:57][CH:58]6[CH2:62][CH2:61][CH2:60][CH2:59]6)[CH:50]=5)[CH2:45][CH2:44]4)=[O:42])[CH2:37][CH2:36]3)=[CH:32][CH:31]=2)=[CH:21][CH:20]=1)(C(C)(C)C)(C1C=CC=CC=1)C1C=CC=CC=1>C(Cl)(Cl)Cl.CO>[CH:58]1([O:57][C:51]2[CH:50]=[C:49]([CH:46]3[CH2:45][CH2:44][N:43]([C:41]([N:38]4[CH2:39][CH2:40][CH:35]([NH:34][C:33]5[CH:63]=[CH:64][C:30]([CH2:29][CH2:28][NH:27][CH2:26][C@H:25]([OH:65])[CH2:24][O:23][C:22]6[CH:66]=[CH:67][C:19]([OH:18])=[CH:20][CH:21]=6)=[CH:31][CH:32]=5)[CH2:36][CH2:37]4)=[O:42])[CH2:48][CH2:47]3)[CH:54]=[CH:53][C:52]=2[O:55][CH3:56])[CH2:62][CH2:61][CH2:60][CH2:59]1 |f:1.2|. Reported procedure: {4-[4-(2-{[(2S)-3-(4-{[tert-Butyl(diphenyl)silyl]oxy}phenoxy)-2-hydroxy-propyl]amino}ethyl)anilino]-1-piperidinyl}{4-[3-(cyclopentyloxy)-4-methoxyphenyl]-1-piperidinyl}methanone (0.168 g, 0.181 mmol) was reacted according to Procedure H to yield (eluant: 5:1 chloroform-methanol) the title compound (0.085 g, 0.123 mmol).